The task is: describe an organic reaction: reactants, conditions, products, and yield. This data is from the Open Reaction Database (ORD), a public repository of structured organic reaction records. Starting materials: COC(=C)CP(OC)=O (Methyl (1-methoxyvinyl)methylphosphinate), [I-].[Na+] (sodium iodide). Solvent: CC(=O)CC (ethyl methyl ketone). Product: COC(=C)CP([O-])=O.[Na+] (Sodium (1-methoxyvinyl)methylphosphinate). RXN SMILES: [CH3:1][O:2][C:3]([CH2:5][PH:6](=[O:9])[O:7]C)=[CH2:4].[I-].[Na+:11]>CC(CC)=O>[CH3:1][O:2][C:3]([CH2:5][PH:6](=[O:7])[O-:9])=[CH2:4].[Na+:11] |f:1.2,4.5|. Reported procedure: A solution of the product of step (a) (0.43 g, 2.87 mmol) and oven dried sodium iodide (0.43 g, 2.87 mol) in distilled ethyl methyl ketone (6 ml) was stirred and refluxed for 16 h.